Dataset: the Open Reaction Database (ORD), a public repository of structured organic reaction records. Task: describe an organic reaction: reactants, conditions, products, and yield The reactants are N#N (N2), C(C1=CC=CC=C1)NC1C(CN(CC1)C(=O)OC(C)(C)C)(F)F (tert-butyl 4-(benzylamino)-3,3-difluoropiperidine-1-carboxylate). Reagents/catalysts: [Pd] (Pd/C). Solvent: CO (MeOH). Run at time 2 hour. Product: NC1C(CN(CC1)C(=O)OC(C)(C)C)(F)F (tert-butyl 4-amino-3,3-difluoropiperidine-1-carboxylate). As a reaction SMILES: N#N.C([NH:10][CH:11]1[CH2:16][CH2:15][N:14]([C:17]([O:19][C:20]([CH3:23])([CH3:22])[CH3:21])=[O:18])[CH2:13][C:12]1([F:25])[F:24])C1C=CC=CC=1>CO.[Pd]>[NH2:10][CH:11]1[CH2:16][CH2:15][N:14]([C:17]([O:19][C:20]([CH3:21])([CH3:22])[CH3:23])=[O:18])[CH2:13][C:12]1([F:25])[F:24]. Procedure details: In a flame dried round-bottomed flask equipped with a magnetic stir bar and under inert atmosphere (N2), tert-butyl 4-(benzylamino)-3,3-difluoropiperidine-1-carboxylate (0.186 g, 0.57 mmol) was dissolved in MeOH (5 mL) and wet Pd/C 10% (50 mg) was added. The flask was purged with H2 gas and the reaction mixture stirred under an H2 atmosphere for 2 h at rt. The reaction mixture was filtered over celite and the cake was washed with MeOH and EA. The filtrate was concentrated under reduced pressure ... Starting materials: N1=CC=C(C=C1)SCCCCN(C(CC)=O)C1=C(C=CC=C1)N(CCCCSC1=CC=NC=C1)C(CC)=O (1,2-bis[N-[4-(4-pyridylthio)butyl]-N-propionylamino]benzene), Cl.CO (hydrochloric acid methanol). The solvent is CO (methanol). Conditions: time 30 minute. Product: Cl.Cl.N1=CC=C(C=C1)SCCCCN(C(CC)=O)C1=C(C=CC=C1)N(CCCCSC1=CC=NC=C1)C(CC)=O (1,2-bis[N-[4-(4-pyridylthio)butyl]-N-propionylamino]benzene dihydrochlorid). The yield is 74.1%. RXN SMILES: [N:1]1[CH:6]=[CH:5][C:4]([S:7][CH2:8][CH2:9][CH2:10][CH2:11][N:12]([C:17]2[CH:22]=[CH:21][CH:20]=[CH:19][C:18]=2[N:23]([C:35](=[O:38])[CH2:36][CH3:37])[CH2:24][CH2:25][CH2:26][CH2:27][S:28][C:29]2[CH:34]=[CH:33][N:32]=[CH:31][CH:30]=2)[C:13](=[O:16])[CH2:14][CH3:15])=[CH:3][CH:2]=1.[ClH:39].CO>CO>[ClH:39].[ClH:39].[N:1]1[CH:6]=[CH:5][C:4]([S:7][CH2:8][CH2:9][CH2:10][CH2:11][N:12]([C:17]2[CH:22]=[CH:21][CH:20]=[CH:19][C:18]=2[N:23]([C:35](=[O:38])[CH2:36][CH3:37])[CH2:24][CH2:25][CH2:26][CH2:27][S:28][C:29]2[CH:34]=[CH:33][N:32]=[CH:31][CH:30]=2)[C:13](=[O:16])[CH2:14][CH3:15])=[CH:3][CH:2]=1 |f:1.2,4.5.6|. Procedure details: To a solution of 840 mg (1.53 mmol) of 1,2-bis[N-[4-(4-pyridylthio)butyl]-N-propionylamino]benzene in 20 ml of methanol, 80 ml of 10% hydrochloric acid/methanol was added, and the mixture was stirred for 30 minutes. The solvent was distilled off and the residue was recrystallized from ethanol/ether to give 707 mg of the desired product (74.1% yield, pale yellow crystals). The yield is 70.3%. The reactants are COC1=CC=C(C=C1)C1=CC=C(C=C1)/C=C/C(=O)OCC (ethyl (2E)-3-(4′-methoxybiphenyl-4-yl)prop-2-enoate), C(C)(=O)O (acetic acid). Procedure details: To a solution of ethyl (2E)-3-(4′-methoxybiphenyl-4-yl)prop-2-enoate (1 g, 3.5 mmol) in ethyl acetate was added acetic acid and degassed well with argon and added palladium carbon (100 mg) and stirred under hydrogen for overnight, TLC shows a new spot, RM filtered through celite and washed with ethyl acetate and concentrated to afford white solid (0.7 g, Yield: 71.4%). Reaction conditions: time 8 hour. As a reaction SMILES: [CH3:1][O:2][C:3]1[CH:8]=[CH:7][C:6]([C:9]2[CH:14]=[CH:13][C:12](/[CH:15]=[CH:16]/[C:17]([O:19][CH2:20][CH3:21])=[O:18])=[CH:11][CH:10]=2)=[CH:5][CH:4]=1.C(O)(=O)C>C(OCC)(=O)C>[CH3:1][O:2][C:3]1[CH:4]=[CH:5][C:6]([C:9]2[CH:14]=[CH:13][C:12]([CH2:15][CH2:16][C:17]([O:19][CH2:20][CH3:21])=[O:18])=[CH:11][CH:10]=2)=[CH:7][CH:8]=1. Yields the product COC1=CC=C(C=C1)C1=CC=C(C=C1)CCC(=O)OCC (Ethyl 3-(4′-methoxybiphenyl-4-yl)propanoate). Solvent: C(C)(=O)OCC (ethyl acetate).